Dataset: the Open Reaction Database (ORD), a public repository of structured organic reaction records. Task: describe an organic reaction: reactants, conditions, products, and yield Procedure: [2-(2-Nitro-5-trifluoromethylphenyl)-1-(4-methoxyphenyl)ethyl]propanedioic acid, dimethyl ester (7.00 g; 15.4 mmole) was dissolved in dry dimethylformamide (35 ml) under argon. Prewashed (hexane) 50% sodium hydride (0.89 g; 18.4 mmole) was added with stirring. Stirring was continued for 20 minutes before iodomethane (filtered through alumina) (11.6 g; 5.1 ml; 81.5 mmole; sp. gr.=2.24-2.27; 5 eq.) was added dropwise. The mixture was allowed to stir a total of 4.5 hours. The solution was partition... Solvent: CN(C=O)C (dimethylformamide). The reactants are [H-].[Na+] (sodium hydride), [N+](=O)([O-])C1=C(C=C(C=C1)C(F)(F)F)CC(C1=CC=C(C=C1)OC)C(C(=O)OC)C(=O)OC ([2-(2-Nitro-5-trifluoromethylphenyl)-1-(4-methoxyphenyl)ethyl]propanedioic acid, dimethyl ester), IC (iodomethane). Yields the product CC(C(=O)OC)(C(=O)OC)C(CC1=C(C=CC(=C1)C(F)(F)F)[N+](=O)[O-])C1=CC=C(C=C1)OC (α-Methyl-[2-(2-nitro-5-trifluoromethylphenyl)-1-(4-methoxyphenyl)ethyl]propanedioic acid, dimethyl ester). As a reaction SMILES: [N+:1]([C:4]1[CH:9]=[CH:8][C:7]([C:10]([F:13])([F:12])[F:11])=[CH:6][C:5]=1[CH2:14][CH:15]([CH:24]([C:29]([O:31][CH3:32])=[O:30])[C:25]([O:27][CH3:28])=[O:26])[C:16]1[CH:21]=[CH:20][C:19]([O:22][CH3:23])=[CH:18][CH:17]=1)([O-:3])=[O:2].[H-].[Na+].I[CH3:36]>CN(C)C=O>[CH3:36][C:24]([CH:15]([C:16]1[CH:21]=[CH:20][C:19]([O:22][CH3:23])=[CH:18][CH:17]=1)[CH2:14][C:5]1[CH:6]=[C:7]([C:10]([F:11])([F:12])[F:13])[CH:8]=[CH:9][C:4]=1[N+:1]([O-:3])=[O:2])([C:29]([O:31][CH3:32])=[O:30])[C:25]([O:27][CH3:28])=[O:26] |f:1.2|. Isolated yield 95.5%. The reactants are CCOC(=O)c1c(Cl)c2cc(F)cnc2[nH]c1=O, O=C(c1ccco1)N1CCNCC1. Yields the product CCOC(=O)c1c(N2CCN(C(=O)c3ccco3)CC2)c2cc(F)cnc2[nH]c1=O. As a reaction SMILES: [CH2:1]([CH3:2])[O:3][C:4](=[O:5])[c:6]1[c:7](=[O:18])[nH:8][c:9]2[n:10][cH:11][c:12]([F:17])[cH:13][c:14]2[c:15]1[Cl:16].[o:19]1[c:20]([C:24](=[O:25])[N:26]2[CH2:27][CH2:28][NH:29][CH2:30][CH2:31]2)[cH:21][cH:22][cH:23]1>>[CH2:1]([CH3:2])[O:3][C:4](=[O:5])[c:6]1[c:7](=[O:18])[nH:8][c:9]2[n:10][cH:11][c:12]([F:17])[cH:13][c:14]2[c:15]1[N:29]1[CH2:28][CH2:27][N:26]([C:24]([c:20]2[o:19][cH:23][cH:22][cH:21]2)=[O:25])[CH2:31][CH2:30]1. Reactants: Cl, Oc1ccc(F)cc1, CC(C)C(=O)Nc1cccc(C2CCN(CCCCC(O)c3ccc(F)cc3)CC2)c1. The product is CC(C)C(=O)Nc1cccc(C2CCN(CCCCC(Oc3ccc(F)cc3)c3ccc(F)cc3)CC2)c1. RXN SMILES: [ClH:40].[F:1][c:2]1[cH:3][cH:4][c:5]([OH:8])[cH:6][cH:7]1.[F:9][c:10]1[cH:11][cH:12][c:13]([CH:16]([CH2:17][CH2:18][CH2:19][CH2:20][N:21]2[CH2:22][CH2:23][CH:24]([c:27]3[cH:28][c:29]([NH:33][C:34]([CH:35]([CH3:36])[CH3:37])=[O:38])[cH:30][cH:31][cH:32]3)[CH2:25][CH2:26]2)[OH:39])[cH:14][cH:15]1>>[F:1][c:2]1[cH:3][cH:4][c:5]([O:8][CH:16]([c:13]2[cH:12][cH:11][c:10]([F:9])[cH:15][cH:14]2)[CH2:17][CH2:18][CH2:19][CH2:20][N:21]2[CH2:22][CH2:23][CH:24]([c:27]3[cH:28][c:29]([NH:33][C:34]([CH:35]([CH3:36])[CH3:37])=[O:38])[cH:30][cH:31][cH:32]3)[CH2:25][CH2:26]2)[cH:6][cH:7]1. The reactants are BrC1=C(C=C(C=C1)C(O)C1=CC=CC=C1)C(F)(F)F ((4-bromo-3-(trifluoromethyl)phenyl)(phenyl)methanol), FC(C(=O)O)(F)F (trifluoroacetic acid), C(C)[SiH](CC)CC (triethylsilane), [NH4+].[Cl-] (NH4Cl). The solvent is C(Cl)Cl (DCM), C(Cl)Cl (DCM), O (water). The product is C(C1=CC=CC=C1)C1=CC(=C(C=C1)Br)C(F)(F)F (4-benzyl-1-bromo-2-(trifluoromethyl)benzene). The yield is 84.0%. RXN SMILES: [Br:1][C:2]1[CH:7]=[CH:6][C:5]([CH:8]([C:10]2[CH:15]=[CH:14][CH:13]=[CH:12][CH:11]=2)O)=[CH:4][C:3]=1[C:16]([F:19])([F:18])[F:17].FC(F)(F)C(O)=O.C([SiH](CC)CC)C.[NH4+].[Cl-]>C(Cl)Cl.O>[CH2:8]([C:5]1[CH:6]=[CH:7][C:2]([Br:1])=[C:3]([C:16]([F:19])([F:17])[F:18])[CH:4]=1)[C:10]1[CH:11]=[CH:12][CH:13]=[CH:14][CH:15]=1 |f:3.4|. Procedure: To a solution of (4-bromo-3-(trifluoromethyl)phenyl)(phenyl)methanol (168 mg, 0.507 mmol) in 0.34 mL of anhydrous DCM (C=1.5M), were successively added dropwise trifluoroacetic acid (195 μL, 5 eq) and triethylsilane (243 μL, 3 eq). After 1 h45 of stirring at r.t., the reaction mixture was hydrolyzed with a saturated NH4Cl solution (5 mL). The layers were diluted with 20 mL of DCM and 20 mL of water and then separated. The aqueous layer was extracted with DCM (3×10 mL) The combined organic phase ... Reactants: C(C)(C)(C)OC(=O)NC=1C=C(C(=O)OC)C=C(C1)C(C)(C)C (Methyl 3-(tert.-butoxycarbonylamino)-5-tert-butylbenzoate), C(=O)(C(F)(F)F)O (TFA). Solvent: C(Cl)Cl (DCM). Conditions: time 30 minute. Product: NC=1C=C(C(=O)OCC)C=C(C1)C(C)(C)C (ethyl 3-amino-5-tert-butylbenzoate). RXN SMILES: C(OC([NH:8][C:9]1[CH:10]=[C:11]([CH:16]=[C:17]([C:19]([CH3:22])([CH3:21])[CH3:20])[CH:18]=1)[C:12]([O:14][CH3:15])=[O:13])=O)(C)(C)C.[C:23](O)(C(F)(F)F)=O>C(Cl)Cl>[NH2:8][C:9]1[CH:10]=[C:11]([CH:16]=[C:17]([C:19]([CH3:22])([CH3:21])[CH3:20])[CH:18]=1)[C:12]([O:14][CH2:15][CH3:23])=[O:13]. Reported procedure: Methyl 3-(tert.-butoxycarbonylamino)-5-tert-butylbenzoate (0.42 g) was dissolved in DCM (5 ml). To the resulting solution, TFA (1 ml) was added, the mixture was stirred for 30 min at room temperature and then concentrated in vacuum. The residue was dissolved in DCM and extracted with aqueous sodium bicarbonate solution. The organic layer was separated, dried over sodium sulphate and concentrated in vacuum to yield ethyl 3-amino-5-tert-butylbenzoate (0.28 g), which was used for the synthesis of e... The reactants are ClCCl, O=[Mn]=O, OCc1cccc(Oc2ccccc2)c1. Yields the product O=Cc1cccc(Oc2ccccc2)c1. As a reaction SMILES: [Cl:16][CH2:17][Cl:18].[O:19]=[Mn:20]=[O:21].[O:1]([c:2]1[cH:3][cH:4][cH:5][cH:6][cH:7]1)[c:8]1[cH:9][c:10]([CH2:11][OH:12])[cH:13][cH:14][cH:15]1>>[O:1]([c:2]1[cH:3][cH:4][cH:5][cH:6][cH:7]1)[c:8]1[cH:9][c:10]([CH:11]=[O:12])[cH:13][cH:14][cH:15]1.